From a dataset of the Open Reaction Database (ORD), a public repository of structured organic reaction records. describe an organic reaction: reactants, conditions, products, and yield Starting materials: C(C)OC(=O)C=1N=CN2C1CN(C(C1=C2C=CC=C1Cl)=O)C (ethyl-7-chloro-5,6-dihydro-5-methyl-6-oxo-4H-imidazo[1,5-a][1,4]benzodiazepine-3-carboxylate), C1(CCCCC1)O (cyclohexanol). Reagents/catalysts: CCO.CCO.CCO.CCO.[Ti] (tetraethyl orthotitanate). Conditions: time 8 hour. Yields the product ClC1=CC=CC2=C1C(N(CC=1N2C=NC1C(=O)OC1CCCCC1)C)=O (cyclohexyl 7-chloro-5,6-dihydro-5-methyl-6-oxo-4H-imidazo[1,5-a][1,4]benzodiazepine-3-carboxylate). Reaction SMILES: [CH2:1]([O:3][C:4]([C:6]1[N:7]=[CH:8][N:9]2[C:15]3[CH:16]=[CH:17][CH:18]=[C:19]([Cl:20])[C:14]=3[C:13](=[O:21])[N:12]([CH3:22])[CH2:11][C:10]=12)=[O:5])[CH3:2].[CH:23]1(O)[CH2:28]CC[CH2:25][CH2:24]1>CCO.CCO.CCO.CCO.[Ti]>[Cl:20][C:19]1[C:14]2[C:13](=[O:21])[N:12]([CH3:22])[CH2:11][C:10]3[N:9]([CH:8]=[N:7][C:6]=3[C:4]([O:3][CH:1]3[CH2:25][CH2:24][CH2:23][CH2:28][CH2:2]3)=[O:5])[C:15]=2[CH:16]=[CH:17][CH:18]=1 |f:2.3.4.5.6|. Reported procedure: A mixture of 8.72 g (27 mmol) of ethyl-7-chloro-5,6-dihydro-5-methyl-6-oxo-4H-imidazo[1,5-a][1,4]benzodiazepine-3-carboxylate, 2 g (9 mmol) of tetraethyl orthotitanate and 27 g (270 mmol) of cyclohexanol is stirred at 125° overnight, evaporated to dryness, the residue is taken up in chloroform, the chloroform solution is washed successively with 40 ml of 5N hydrochloric acid and saturated sodium bicarbonate solution, dried over magnesium sulphate and evaporated. By recrystallization from ethanol...